describe an organic reaction: reactants, conditions, products, and yield From a dataset of the Open Reaction Database (ORD), a public repository of structured organic reaction records. Starting materials: ClC1=CC=C(NC2=NN=C(C3=CC=CC=C23)CC2=CC=NC=C2)C=C1 (1-(4-Chloroanilino)-4-(4-pyridylmethyl)phthalazine), ClC1=CC(=CC=C1)C(=O)OO (3-chloroperbenzoic acid), C(O)([O-])=O.[Na+] (sodium hydrogencarbonate). Solvent: C(C)(=O)[O-] (acetate). Reaction conditions: time 1 hour. Product: ClC1=CC=C(NC2=N[N+](=C(C3=CC=CC=C23)CC2=CC=NC=C2)[O-])C=C1 (1-(4-Chloroanilino)-4-(4-pyridylmethyl)phthalazine-3-oxide). RXN SMILES: [Cl:1][C:2]1[CH:25]=[CH:24][C:5]([NH:6][C:7]2[C:16]3[C:11](=[CH:12][CH:13]=[CH:14][CH:15]=3)[C:10]([CH2:17][C:18]3[CH:23]=[CH:22][N:21]=[CH:20][CH:19]=3)=[N:9][N:8]=2)=[CH:4][CH:3]=1.ClC1C=CC=C(C(OO)=[O:34])C=1.C(=O)([O-])O.[Na+]>C([O-])(=O)C>[Cl:1][C:2]1[CH:3]=[CH:4][C:5]([NH:6][C:7]2[C:16]3[C:11](=[CH:12][CH:13]=[CH:14][CH:15]=3)[C:10]([CH2:17][C:18]3[CH:23]=[CH:22][N:21]=[CH:20][CH:19]=3)=[N+:9]([O-:34])[N:8]=2)=[CH:24][CH:25]=1 |f:2.3|. Procedure details: A mixture of 1.53 g (4.41 mmol) 1-(4-chloroanilino)-4-(4-pyridylmethyl)phthalazine (see Example 4), 1.74 g (about 5.75 mmol) 3-chloroperbenzoic acid (about 57%), and 80 ml acetate is stirred for 1 h at RT. Then 25 ml 1 N aqueous sodium hydrogencarbonate solution is added to the reaction mixture, which is stirred for 10 min, filtered, washed with water, then acetate, and the filter residue purified by means of flash chromatography on silica gel with particle size 0.04-0.06 mm, using an acetate/me... The reactants are OCCCC(F)(F)C(F)(F)F, O=S(=O)(OS(=O)(=O)C(F)(F)F)C(F)(F)F, O. The product is O=S(=O)(OCCCC(F)(F)C(F)(F)F)C(F)(F)F. Reaction SMILES: [F:16][C:17]([CH2:18][CH2:19][CH2:20][OH:21])([C:22]([F:23])([F:24])[F:25])[F:26].[F:1][C:2]([S:3](=[O:4])(=[O:5])[O:8][S:9](=[O:10])(=[O:11])[C:12]([F:13])([F:14])[F:15])([F:6])[F:7].[OH2:27]>>[O:8]([S:9](=[O:10])(=[O:11])[C:12]([F:13])([F:14])[F:15])[CH2:20][CH2:19][CH2:18][C:17]([F:16])([C:22]([F:23])([F:24])[F:25])[F:26]. The reactants are [C-]#N.[Na+] (sodium cyanide), CS(=O)C (dimethyl sulfoxide), BrCC1=C(C=C(C=C1)C=1OC2=C(N1)C=CC=C2)F (2-(4-bromomethyl-3-fluorophenyl)-benzoxazole). The solvent is O (water). Yields the product O1C(=NC2=C1C=CC=C2)C2=CC(=C(C=C2)CC#N)F (4-(benzoxazol-2-yl)-2-fluorophenylacetonitrile). Reaction SMILES: [C-:1]#[N:2].[Na+].CS(C)=O.Br[CH2:9][C:10]1[CH:15]=[CH:14][C:13]([C:16]2[O:17][C:18]3[CH:24]=[CH:23][CH:22]=[CH:21][C:19]=3[N:20]=2)=[CH:12][C:11]=1[F:25]>O>[O:17]1[C:18]2[CH:24]=[CH:23][CH:22]=[CH:21][C:19]=2[N:20]=[C:16]1[C:13]1[CH:14]=[CH:15][C:10]([CH2:9][C:1]#[N:2])=[C:11]([F:25])[CH:12]=1 |f:0.1|. Procedure details: To a solution of 0.6 gm. of sodium cyanide in 25 ml. of dimethyl sulfoxide preheated to 65°-70°C. is slowly added 2.5 gm. of 2-(4-bromomethyl-3-fluorophenyl)-benzoxazole. The reaction mixture is heated at 60°-70°C. for 1 hour, then cooled and poured into water. The resulting precipitate is filtered off and chromatographed on 300 gm. of silica gel. Elution with methylene chloride gives 4-(benzoxazol-2-yl)-2-fluorophenylacetonitrile. Reactants: [Br-], C1CCOC1, CC[Mg+], Cn1c(=O)oc2ccc(-c3cnccc3C=O)cc21. Yields the product CCC(O)c1ccncc1-c1ccc2oc(=O)n(C)c2c1. As a reaction SMILES: [Br-:1].[CH2:24]1[O:25][CH2:26][CH2:27][CH2:28]1.[CH2:2]([CH3:3])[Mg+:4].[CH3:5][n:6]1[c:7](=[O:23])[o:8][c:9]2[c:10]1[cH:11][c:12](-[c:15]1[cH:16][n:17][cH:18][cH:19][c:20]1[CH:21]=[O:22])[cH:13][cH:14]2>>[CH2:2]([CH3:3])[CH:21]([c:20]1[c:15](-[c:12]2[cH:11][c:10]3[n:6]([CH3:5])[c:7](=[O:23])[o:8][c:9]3[cH:14][cH:13]2)[cH:16][n:17][cH:18][cH:19]1)[OH:22]. Reaction SMILES: C1([Si](C2C=CC=CC=2)(Cl)[Cl:8])C=CC=CC=1.[C:16]([O:20]C(=O)C)([CH3:19])([CH3:18])[CH3:17]>[Br-].C([N+](CCCC)(CCCC)CCCC)CCC>[C:16]([Cl:8])([CH3:19])([CH3:18])[CH3:17].[CH3:17][C:16]([Cl:8])=[O:20] |f:2.3|. The reagents and catalysts are [Br-].C(CCC)[N+](CCCC)(CCCC)CCCC (tetrabutylammonium bromide). Reactants: C1(=CC=CC=C1)[Si](Cl)(Cl)C1=CC=CC=C1 (diphenyldichlorosilane), C(C)(C)(C)OC(C)=O (t-butylacetate). Product: C(C)(C)(C)Cl (t-butyl chloride), CC(=O)Cl (CH3COCl). Reported procedure: Example 1 was repeated using 2.27 g. (9 m mols) of diphenyldichlorosilane, 1.0 g. (8.6 m mols) of t-butylacetate and 0.07 g. of tetrabutylammonium bromide, except that the reaction mass was heated at 200° C. for 3 hours. A 48% conversion to t-butyl chloride and a 15% conversion to CH3COCl was obtained. Reactants: S(=O)(OCCCOC)OCCCOC (bis(3-methoxypropyl) sulphite), I(=O)(=O)(=O)[O-].[Na+] (sodium periodate). The reagents and catalysts are O.[Ru](Cl)(Cl)Cl (ruthenium(III) chloride hydrate). Run in ClC(Cl)(Cl)Cl (tetrachloromethane), C(C)#N (acetonitrile), O (water), C(C)(=O)OCC (ethyl acetate). Reaction conditions: time 8 hour. The product is S(=O)(=O)(OCCCOC)OCCCOC (Bis(3-methoxypropyl) sulphate). Reaction SMILES: [S:1]([O:9][CH2:10][CH2:11][CH2:12][O:13][CH3:14])([O:3][CH2:4][CH2:5][CH2:6][O:7][CH3:8])=[O:2].I([O-])(=O)(=O)=[O:16].[Na+]>ClC(Cl)(Cl)Cl.C(#N)C.O.C(OCC)(=O)C.O.[Ru](Cl)(Cl)Cl>[S:1]([O:3][CH2:4][CH2:5][CH2:6][O:7][CH3:8])([O:9][CH2:10][CH2:11][CH2:12][O:13][CH3:14])(=[O:16])=[O:2] |f:1.2,7.8|. Procedure details: A solution of 726.22 mmol of bis(3-methoxypropyl) sulphite in 330 ml of tetrachloromethane, 330 ml of acetonitrile and 830 ml of water is cooled to 15° C., and 18.16 mmol of ruthenium(III) chloride hydrate are added. 1089.34 mmol of sodium periodate are added in small portions, and the reaction mixture is stirred at room temperature overnight. It is diluted with ethyl acetate, and the organic phase is separated off, dried with sodium sulphate and evaporated. The crude title compound is obtained ...